describe an organic reaction: reactants, conditions, products, and yield From a dataset of the Open Reaction Database (ORD), a public repository of structured organic reaction records. Reactants: [Cl-], Clc1nc(Cl)nc(Cl)n1, Oc1ccc(F)cc1, [H-], [NH4+], [Na+], C1CCOC1. The product is Fc1ccc(Oc2nc(Cl)nc(Cl)n2)cc1. RXN SMILES: [Cl-:20].[Cl:11][c:12]1[n:13][c:14]([Cl:15])[n:16][c:17]([Cl:18])[n:19]1.[F:1][c:2]1[cH:3][cH:4][c:5]([OH:8])[cH:6][cH:7]1.[H-:9].[NH4+:21].[Na+:10].[O:22]1[CH2:23][CH2:24][CH2:25][CH2:26]1>>[F:1][c:2]1[cH:3][cH:4][c:5]([O:8][c:17]2[n:16][c:14]([Cl:15])[n:13][c:12]([Cl:11])[n:19]2)[cH:6][cH:7]1. Reactants: CN (Methylamine), C1C(OCC(O1)O)O (glycolaldehyde dimer), [N+](#[C-])C(S(=O)(=O)C1=CC=C(C=C1)C)C1=CC=CC=C1 (1-{[isocyano(phenyl)methyl]sulfonyl}-4-methylbenzene). Run in C1CCOC1 (THF). Reaction conditions: time 90 minute. Product: CN1C=NC(=C1CO)C1=CC=CC=C1 ((1-Methyl-4-phenyl-1H-imidazol-5-yl)methanol). As a reaction SMILES: [CH3:1][NH2:2].C1O[CH:7]([OH:9])[CH2:6]OC1O.[N+:11]([CH:13]([C:24]1[CH:29]=[CH:28][CH:27]=[CH:26][CH:25]=1)S(C1C=CC(C)=CC=1)(=O)=O)#[C-:12]>C1COCC1>[CH3:1][N:2]1[C:6]([CH2:7][OH:9])=[C:13]([C:24]2[CH:29]=[CH:28][CH:27]=[CH:26][CH:25]=2)[N:11]=[CH:12]1. Procedure details: Methylamine (33% in industrial methylated spirits, 60.3 mL) was added to a solution of glycolaldehyde dimer (2.7 g) in THF (320 mL). After 75 minutes 1-{[isocyano(phenyl)methyl]sulfonyl}-4-methylbenzene (PhTosMIC) (Org. Syn., 77, 198-205) (10.8 g) was added, cooling to keep the reaction temperature below 30° C. The reaction was stirred for 90 minutes and the solvent evaporated to a volume of 100 mL. Water (500 mL) was added, and the title compound (4.94 g, 66%) collected by filtration as a white...